This data is from the Open Reaction Database (ORD), a public repository of structured organic reaction records. The task is: describe an organic reaction: reactants, conditions, products, and yield The reactants are BrC=1SC(=CN1)C(CC)O (1-(2-bromo-thiazol-5-yl)-propan-1-ol), CC(=O)OI1(C=2C=CC=CC2C(=O)O1)(OC(=O)C)OC(=O)C (Dess-Martin periodinane). Run in ClCCl (dichloromethane), ClCCl (dichloromethane). Conditions: time 2 hour. Product: BrC=1SC(=CN1)C(CC)=O (1-(2-bromo-thiazol-5-yl)-propan-1-one). Reaction SMILES: [Br:1][C:2]1[S:3][C:4]([CH:7]([OH:10])[CH2:8][CH3:9])=[CH:5][N:6]=1.CC(OI1(OC(C)=O)(OC(C)=O)OC(=O)C2C=CC=CC1=2)=O>ClCCl>[Br:1][C:2]1[S:3][C:4]([C:7](=[O:10])[CH2:8][CH3:9])=[CH:5][N:6]=1. Reported procedure: To a solution of 1-(2-bromo-thiazol-5-yl)-propan-1-ol (180 mg, 0.79 mmol) in dichloromethane (10 mL) was added Dess-Martin periodinane (DMP) (330 mg, 0.79 mmol). The reaction was stirred for 2 hours, then diluted with dichloromethane (50 mL), washed with saturated aqueous sodium bicarbonate solution (50 mL) and brine (50 mL), dried over sodium sulfate, filtered and concentrated. The compound was purified by silica gel chromatography eluting with a gradient of 0-100% ethyl acetate in hexanes to a... Starting materials: BrC1=CC(=CC(=N1)CO)C1=CC=C(C=C1)C(F)(F)F ([6-bromo-4-(4-trifluoromethyl-phenyl)-pyridin-2-yl]-methanol), CCCCCCC.CCOC(=O)C (n-heptane AcOEt), O1CCCC=C1 (3,4-dihydro-2H-pyran), O1CCCC=C1 (3,4-dihydro-2H-pyran). The reagents and catalysts are CC=1C=CC(=CC1)S(=O)(=O)O.O (p-TsOH.H2O). The solvent is C(Cl)Cl (DCM). Run at temperature 23 celsius, time 18 hour. Yields the product BrC1=NC(=CC(=C1)C1=CC=C(C=C1)C(F)(F)F)COC1OCCCC1 (2-Bromo-6-(tetrahydro-pyran-2-yloxymethyl)-4-(4-trifluoromethyl-phenyl)-pyridine). Isolated yield 87.2%. Reaction SMILES: [Br:1][C:2]1[N:7]=[C:6]([CH2:8][OH:9])[CH:5]=[C:4]([C:10]2[CH:15]=[CH:14][C:13]([C:16]([F:19])([F:18])[F:17])=[CH:12][CH:11]=2)[CH:3]=1.[O:20]1[CH:25]=[CH:24][CH2:23][CH2:22][CH2:21]1.CCCCCCC.CCOC(C)=O>C(Cl)Cl.CC1C=CC(S(O)(=O)=O)=CC=1.O>[Br:1][C:2]1[CH:3]=[C:4]([C:10]2[CH:11]=[CH:12][C:13]([C:16]([F:19])([F:17])[F:18])=[CH:14][CH:15]=2)[CH:5]=[C:6]([CH2:8][O:9][CH:21]2[CH2:22][CH2:23][CH2:24][CH2:25][O:20]2)[N:7]=1 |f:2.3,5.6|. Procedure: To a solution of the above described [6-bromo-4-(4-trifluoromethyl-phenyl)-pyridin-2-yl]-methanol (4.2 g, 95%, purity 81%) and 3,4-dihydro-2H-pyran (1.4 ml, 15.4 mmol) in DCM (20 ml) at 23° C. was added a catalytic amount of p-TsOH.H2O (10 mg) and the mixture was stirred at 23° C. for 18 h. Then again 3,4-dihydro-2H-pyran (0.7 ml, 7.68 mmol) was added and stirring was continued at 23° C. for another 2 h. The entire reaction mixture was directly subjected to silica gel column chromatography with ... Reactants: COC1=C(C=C(C=C1)[N+](=O)[O-])O (2-methoxy-5-nitrophenol), C([O-])([O-])=O.[K+].[K+] (potassium carbonate), BrCC#N (bromoacetonitrile). Run in CC(=O)C (acetone), CC(=O)C (acetone). Conditions: time 3 hour. The product is C(#N)COC1=C(C=CC(=C1)[N+](=O)[O-])OC (2-Cyanomethoxy-4-nitroanisole). Isolated yield 94.1%. RXN SMILES: [CH3:1][O:2][C:3]1[CH:8]=[CH:7][C:6]([N+:9]([O-:11])=[O:10])=[CH:5][C:4]=1[OH:12].C(=O)([O-])[O-].[K+].[K+].Br[CH2:20][C:21]#[N:22]>CC(C)=O>[C:21]([CH2:20][O:12][C:4]1[CH:5]=[C:6]([N+:9]([O-:11])=[O:10])[CH:7]=[CH:8][C:3]=1[O:2][CH3:1])#[N:22] |f:1.2.3|. Procedure details: A stirred solution of 2-methoxy-5-nitrophenol (2 g, 0.012 mole) and potassium carbonate (1.64 g, 0.012 mole) in acetone (10 ml) was treated with bromoacetonitrile (0.19 ml, 0.013 mole) in acetone (10 ml) and stirred for 3 hours at room temperature. The mixture was concentrated in vacuo and the residue treated with 10% NaOH solution, then extracted with ethyl acetate. The organic extract was dried (Na2SO4) and evaporated in vacuo to give the title compound (2.35 g, 96%). As a reaction SMILES: [CH3:35][N:36]([CH3:37])[CH:38]=[O:39].[H-:1].[Na+:2].[c:8]1([CH3:9])[cH:10][cH:11][c:12]([S:13]([O:14][CH2:18][CH:19]2[CH2:20][c:21]3[cH:22][cH:23][c:24]([C:29](=[O:30])[O:31][CH2:32][CH3:33])[cH:25][c:26]3[CH2:27][CH2:28]2)(=[O:15])=[O:16])[cH:17][cH:34]1.[nH:3]1[cH:4][n:5][cH:6][cH:7]1>>[nH:3]1[c:4]([CH2:18][CH:19]2[CH2:20][c:21]3[cH:22][cH:23][c:24]([C:29](=[O:30])[O:31][CH2:32][CH3:33])[cH:25][c:26]3[CH2:27][CH2:28]2)[n:5][cH:6][cH:7]1. Reactants: CN(C)C=O, [H-], [Na+], CCOC(=O)c1ccc2c(c1)CCC(COS(=O)(=O)c1ccc(C)cc1)C2, c1c[nH]cn1. Yields the product CCOC(=O)c1ccc2c(c1)CCC(Cc1ncc[nH]1)C2. Reaction SMILES: [Al+3:34].[CH2:6]([c:7]1[cH:8][cH:9][cH:10][cH:11][cH:12]1)[N:13]1[C:14](=[O:30])[c:15]2[c:16](-[c:24]3[cH:25][cH:26][cH:27][cH:28][cH:29]3)[cH:17][cH:18][cH:19][c:20]2[CH2:21][CH:22]1[CH3:23].[CH3:1][S:2]([OH:3])(=[O:4])=[O:5].[H-:31].[H-:33].[H-:36].[H-:37].[H-:38].[Li+:35].[Na+:32]>>[CH2:6]([c:7]1[cH:8][cH:9][cH:10][cH:11][cH:12]1)[N:13]1[CH2:14][c:15]2[c:16](-[c:24]3[cH:25][cH:26][cH:27][cH:28][cH:29]3)[cH:17][cH:18][cH:19][c:20]2[CH2:21][CH:22]1[CH3:23]. The reactants are [Al+3], CC1Cc2cccc(-c3ccccc3)c2C(=O)N1Cc1ccccc1, CS(=O)(=O)O, [H-], [H-], [H-], [H-], [H-], [Li+], [Na+]. Yields the product CC1Cc2cccc(-c3ccccc3)c2CN1Cc1ccccc1. Reactants: O=C1CCC(=O)N1Cl, CC(Cl)Cl, COC(=O)c1ccc(C)c(-n2c(C)cc(OCc3ccc(F)cc3F)cc2=O)c1, O=C(O)C(Cl)Cl. The product is COC(=O)c1ccc(C)c(-n2c(C)cc(OCc3ccc(F)cc3F)c(Cl)c2=O)c1. RXN SMILES: [Cl:30][N:31]1[C:32](=[O:33])[CH2:34][CH2:35][C:36]1=[O:37].[Cl:44][CH:45]([Cl:46])[CH3:47].[F:1][c:2]1[c:3]([CH2:4][O:5][c:6]2[cH:7][c:8](=[O:24])[n:9](-[c:13]3[cH:14][c:15]([C:16](=[O:17])[O:18][CH3:19])[cH:20][cH:21][c:22]3[CH3:23])[c:10]([CH3:12])[cH:11]2)[cH:25][cH:26][c:27]([F:29])[cH:28]1.[OH:38][C:39]([CH:40]([Cl:41])[Cl:42])=[O:43]>>[F:1][c:2]1[c:3]([CH2:4][O:5][c:6]2[c:7]([Cl:30])[c:8](=[O:24])[n:9](-[c:13]3[cH:14][c:15]([C:16](=[O:17])[O:18][CH3:19])[cH:20][cH:21][c:22]3[CH3:23])[c:10]([CH3:12])[cH:11]2)[cH:25][cH:26][c:27]([F:29])[cH:28]1. Reactants: C(C)(C)(C)OC(=O)N1CC2=CC=C(C=C2CC1)OC1=NC=C(C=C1)C(N)=O (6-(5-carbamoyl-pyridin-2-yloxy)-3,4-dihydro-1H-isoquinoline-2-carboxylic acid tert-butyl ester), C(Cl)Cl (CH2Cl2), C(=O)(C(F)(F)F)O (TFA), C(=O)([O-])[O-].[K+].[K+] (K2CO3). The solvent is C(Cl)(Cl)Cl (CHCl3). Conditions: time 12 hour. Yields the product C1NCCC2=CC(=CC=C12)OC1=NC=C(C(=O)N)C=C1 (6-(1,2,3,4-Tetrahydro-isoquinolin-6-yloxy)-nicotinamide). The yield is 99.7%. Reaction SMILES: C(OC([N:8]1[CH2:17][CH2:16][C:15]2[C:10](=[CH:11][CH:12]=[C:13]([O:18][C:19]3[CH:24]=[CH:23][C:22]([C:25](=[O:27])[NH2:26])=[CH:21][N:20]=3)[CH:14]=2)[CH2:9]1)=O)(C)(C)C.C(Cl)Cl.C(O)(C(F)(F)F)=O.C([O-])([O-])=O.[K+].[K+]>C(Cl)(Cl)Cl>[CH2:9]1[C:10]2[C:15](=[CH:14][C:13]([O:18][C:19]3[CH:24]=[CH:23][C:22]([C:25]([NH2:26])=[O:27])=[CH:21][N:20]=3)=[CH:12][CH:11]=2)[CH2:16][CH2:17][NH:8]1 |f:3.4.5|. Reported procedure: Combine 6-(5-carbamoyl-pyridin-2-yloxy)-3,4-dihydro-1H-isoquinoline-2-carboxylic acid tert-butyl ester (4.0 g, 10.83 mmol), CH2Cl2 (100 mL), and TFA (25 mL). Stir at room temperature for 12 hours and add 1.0 M K2CO3 and CHCl3 to the reaction. Separate the organic layer, wash with brine, and dry over Na2SO4. Concentrate under reduced pressure and add mixture to 2, 10 g SCX columns, wash with MeOH, and elute with 1.0 N NH3 in MeOH. Concentrate to afford 2.91 g, 10.8 mmol (71% yield) of the title c... Starting materials: IC=1C=C(C(=O)OC)C=CC1NCC=C(C)C (methyl 3-iodo-4-(3-methyl-but-2-enylamino)-benzoate). Reagents/catalysts: C(C)(=O)[O-].[Pd+2].C(C)(=O)[O-] (palladium acetate). The solvent is C(C)N(CC)CC (triethylamine), C(C)#N (acetonitrile). Reaction conditions: temperature 110 celsius. Product: C(C)(C)C1=CNC2=CC=C(C=C12)C(=O)OC (Methyl 3-isopropyl-1H-indole-5-carboxylate). Yield: 79.4%. As a reaction SMILES: I[C:2]1[CH:3]=[C:4]([CH:9]=[CH:10][C:11]=1[NH:12][CH2:13][CH:14]=[C:15]([CH3:17])[CH3:16])[C:5]([O:7][CH3:8])=[O:6]>C(N(CC)CC)C.C(#N)C.C([O-])(=O)C.[Pd+2].C([O-])(=O)C>[CH:15]([C:14]1[C:10]2[C:11](=[CH:2][CH:3]=[C:4]([C:5]([O:7][CH3:8])=[O:6])[CH:9]=2)[NH:12][CH:13]=1)([CH3:17])[CH3:16] |f:3.4.5|. Procedure: A solution of methyl 3-iodo-4-(3-methyl-but-2-enylamino)-benzoate (2.0 g, Reference Example 53) in triethylamine (1.6 ml) and acetonitrile (35 ml) was treated with palladium acetate (0.05 g). The mixture was sealed in a bomb and heated at 110° C. for 18 hours. After cooling the reaction mixture was filtered and the filtrate was evaporated. The residue was subjected to flash chromatography on silica eluting with a mixture of ethyl acetate and petroleum ether (1:4, v/v) to give the title compound ... The yield is 20.3%. Reported procedure: 3-methoxy-4-nitrocinnamic acid (6.2 g) and 12.3 g of hydroxyamine sulfate were dissolved in 250 ml of water. To the solution was added 7.1 g of sodium hydroxide, and further alternately added a solution of 18 g of sodium hydroxide in water (27 ml) and 19.2 g of hydroxyamine-o-sulfonic acid little by little, maintaining the pH at 9. The mixture was stirred at 5° C. for 6 hours and then insoluble substances were removed by filtration. The resultant filtrate was cooled on ice and was added with 6 N... The solvent is O (water), O (water). RXN SMILES: [CH3:1][O:2][C:3]1[CH:4]=[C:5]([CH:11]=[CH:12][C:13]=1[N+:14]([O-:16])=[O:15])[CH:6]=[CH:7][C:8]([OH:10])=[O:9].S(O)(O)(=O)=O.ON.[OH-].[Na+].ONS(O)(=O)=O>O>[CH3:1][O:2][C:3]1[CH:4]=[C:5]([CH2:6][CH2:7][C:8]([OH:10])=[O:9])[CH:11]=[CH:12][C:13]=1[N+:14]([O-:16])=[O:15] |f:1.2,3.4|. Run at temperature 5 celsius, time 6 hour. Reactants: [OH-].[Na+] (sodium hydroxide), ONS(=O)(=O)O (hydroxyamine-o-sulfonic acid), COC=1C=C(C=CC(=O)O)C=CC1[N+](=O)[O-] (3-methoxy-4-nitrocinnamic acid), S(=O)(=O)(O)O.ON (hydroxyamine sulfate), [OH-].[Na+] (sodium hydroxide). Product: COC=1C=C(C=CC1[N+](=O)[O-])CCC(=O)O (3-(3-methoxy-4-nitrophenyl)propionic acid). Reactants: COC=1C=CC(=NC1)C (5-methoxy-2-methylpyridine), OO (hydrogen peroxide), O (Water). The reagents and catalysts are [O-2].[O-2].[Mn+4] (manganese dioxide). Run in C(C)(=O)O (acetic acid). Conditions: time 8 hour. Product: COC=1C=CC(=[N+](C1)[O-])C (5-methoxy-2-methylpyridine-N-oxide). Reaction SMILES: [CH3:1][O:2][C:3]1[CH:4]=[CH:5][C:6]([CH3:9])=[N:7][CH:8]=1.[OH:10]O.O>C(O)(=O)C.[O-2].[O-2].[Mn+4]>[CH3:1][O:2][C:3]1[CH:4]=[CH:5][C:6]([CH3:9])=[N+:7]([O-:10])[CH:8]=1 |f:4.5.6|. Procedure details: A solution consisting of 5-methoxy-2-methylpyridine (12.3 g.) and 30% hydrogen peroxide (12 ml.) dissolved in glacial acetic acid (50 ml) was heated in a steam bath for a period of 12 hours and then allowed to stand overnight (~16 hours) at room temperature (~25° C.). Water (5 ml.) was next added to the mixture, followed by manganese dioxide until effervescence ceased. The resulting mixture was then filtered and the recovered filtrate was subsequently evaporated under reduced pressure to afford ...